From a dataset of the Open Reaction Database (ORD), a public repository of structured organic reaction records. describe an organic reaction: reactants, conditions, products, and yield Starting materials: [I-].C[N+]1=CC2=C(C=C1)C1=C(CC3=C2C=CC=C3)C=CC=C1 (2-methyl-9H-dibenzo[1,2;5,6]cyclohepta[3,4-c]pyridinium iodide), [I-].C[N+]1=CC2=C(C=C1)C1=C(CC3=C2C=CC=C3)C=CC=C1 (2-methyl-9H-dibenzo[1,2;5,6]cyclohepta[3,4-c]pyridinium iodide), [Na] (Sodium), O (H2O). Solvent: C(C)O (ethanol). Yields the product CN1CC2C(CC1)C1=C(CC3=C2C=CC=C3)C=CC=C1 (2-methyl-2,3,4,4a,9,13b-hexahydro-1H-dibenzo[1,2;5,6] cyclohepta[3,4-c]pyridine). As a reaction SMILES: [Na].[I-].[CH3:3][N+:4]1[CH:9]=[CH:8][C:7]2[C:10]3[CH:22]=[CH:21][CH:20]=[CH:19][C:11]=3[CH2:12][C:13]3[CH:18]=[CH:17][CH:16]=[CH:15][C:14]=3[C:6]=2[CH:5]=1.O>C(O)C>[CH3:3][N:4]1[CH2:9][CH2:8][CH:7]2[C:10]3[CH:22]=[CH:21][CH:20]=[CH:19][C:11]=3[CH2:12][C:13]3[CH:18]=[CH:17][CH:16]=[CH:15][C:14]=3[CH:6]2[CH2:5]1 |f:1.2,^1:0|. Procedure: 4 g Sodium is added with stirring and under a nitrogen atmosphere to a suspension of 0.5 g 2-methyl-9H-dibenzo[1,2;5,6]cyclohepta[3,4-c]pyridinium iodide (formula IV, melting point >300° C.) in 50 ml ethanol, after which the mixture is refluxed for 1 hour. The reaction mixture is then poured out into H2O and extracted with methylene chloride. The organic phase is washed with H2O, dried over Na2SO4 and evaporated to dryness. Yield: 260 mg (76%) of a mixture of cis- and trans-2-methyl-2,3,4,4a,9,1... Starting materials: C1COCCO1, CCOCC, Cl, COc1ccc(COc2cccc(OCC3CC3)c2-c2cc(-c3ccc(NC(C)=O)c(O)c3)c(CO)c(N)n2)cc1. The product is CC(=O)Nc1ccc(-c2cc(-c3c(O)cccc3OCC3CC3)nc(N)c2CO)cc1O. RXN SMILES: [CH2:43]1[O:44][CH2:45][CH2:46][O:47][CH2:48]1.[CH3:49][CH2:50][O:51][CH2:52][CH3:53].[ClH:42].[NH2:1][c:2]1[n:3][c:4](-[c:21]2[c:22]([O:37][CH2:38][CH:39]3[CH2:40][CH2:41]3)[cH:23][cH:24][cH:25][c:26]2[O:27][CH2:28][c:29]2[cH:30][cH:31][c:32]([O:33][CH3:34])[cH:35][cH:36]2)[cH:5][c:6](-[c:10]2[cH:11][c:12]([OH:20])[c:13]([NH:16][C:17]([CH3:18])=[O:19])[cH:14][cH:15]2)[c:7]1[CH2:8][OH:9]>>[NH2:1][c:2]1[n:3][c:4](-[c:21]2[c:22]([O:37][CH2:38][CH:39]3[CH2:40][CH2:41]3)[cH:23][cH:24][cH:25][c:26]2[OH:27])[cH:5][c:6](-[c:10]2[cH:11][c:12]([OH:20])[c:13]([NH:16][C:17]([CH3:18])=[O:19])[cH:14][cH:15]2)[c:7]1[CH2:8][OH:9]. Reactants: O=C([O-])[O-], CN(C)C=O, CC(C)c1onc(-c2c(Cl)cccc2Cl)c1CCl, [Cs+], [Cs+], O, CCOC(=O)c1ccc2cc(-c3ccc(O)cc3C)ccc2n1. The product is CCOC(=O)c1ccc2cc(-c3ccc(OCc4c(-c5c(Cl)cccc5Cl)noc4C(C)C)cc3C)ccc2n1. RXN SMILES: [C:1](=[O:2])([O-:3])[O-:4].[CH3:49][N:50]([CH3:51])[CH:52]=[O:53].[Cl:30][CH2:31][c:32]1[c:33](-[c:40]2[c:41]([Cl:47])[cH:42][cH:43][cH:44][c:45]2[Cl:46])[n:34][o:35][c:36]1[CH:37]([CH3:38])[CH3:39].[Cs+:5].[Cs+:6].[OH2:48].[OH:7][c:8]1[cH:9][c:10]([CH3:29])[c:11](-[c:14]2[cH:15][c:16]3[cH:17][cH:18][c:19]([C:24](=[O:25])[O:26][CH2:27][CH3:28])[n:20][c:21]3[cH:22][cH:23]2)[cH:12][cH:13]1>>[O:7]([c:8]1[cH:9][c:10]([CH3:29])[c:11](-[c:14]2[cH:15][c:16]3[cH:17][cH:18][c:19]([C:24](=[O:25])[O:26][CH2:27][CH3:28])[n:20][c:21]3[cH:22][cH:23]2)[cH:12][cH:13]1)[CH2:31][c:32]1[c:33](-[c:40]2[c:41]([Cl:47])[cH:42][cH:43][cH:44][c:45]2[Cl:46])[n:34][o:35][c:36]1[CH:37]([CH3:38])[CH3:39]. Reaction SMILES: [Mg:1].[N+:2]([O-:5])([OH:4])=[O:3]>>[N+:2]([O-:5])([O-:4])=[O:3].[Mg+2:1].[N+:2]([O-:5])([O-:4])=[O:3] |f:2.3.4|. Product: [N+](=O)([O-])[O-].[Mg+2].[N+](=O)([O-])[O-] (magnesium nitrate). Reactants: [Mg] (magnesium), [N+](=O)(O)[O-] (nitric acid). Procedure details: A magnesium nitrate solution was prepared as shown in Example 1. An amount, 0.764 gram mole (18.34 gm) of magnesium powder was weighed and added to 1.53 gram mole of nitric acid (67%) solution. The procedure and the additions are followed as set forth above. Starting materials: O=C([O-])[O-], COc1ccc(CCl)cc1, [Cs+], [Cs+], O=c1[nH]ccc2cc(F)ccc12, CN(C)C=O. Yields the product COc1ccc(Cn2ccc3cc(F)ccc3c2=O)cc1. As a reaction SMILES: [C:23](=[O:24])([O-:25])[O-:26].[CH3:1][O:2][c:3]1[cH:4][cH:5][c:6]([CH2:7][Cl:8])[cH:9][cH:10]1.[Cs+:27].[Cs+:28].[F:11][c:12]1[cH:13][c:14]2[cH:15][cH:16][nH:17][c:18](=[O:22])[c:19]2[cH:20][cH:21]1.[O:29]=[CH:30][N:31]([CH3:32])[CH3:33]>>[CH3:1][O:2][c:3]1[cH:4][cH:5][c:6]([CH2:7][n:17]2[cH:16][cH:15][c:14]3[cH:13][c:12]([F:11])[cH:21][cH:20][c:19]3[c:18]2=[O:22])[cH:9][cH:10]1. Reactants: CCOC(=O)CCCCCCn1c(C)nc(-c2ccccc2)c1-c1ccccc1, C1CCOC1, C[Si](C)(C)[N-][Si](C)(C)C, CI, [Na+]. Yields the product CCOC(=O)C(C)CCCCCn1c(C)nc(-c2ccccc2)c1-c1ccccc1. RXN SMILES: [CH2:11]([CH3:12])[O:13][C:14]([CH2:15][CH2:16][CH2:17][CH2:18][CH2:19][CH2:20][n:21]1[c:22]([CH3:38])[n:23][c:24](-[c:32]2[cH:33][cH:34][cH:35][cH:36][cH:37]2)[c:25]1-[c:26]1[cH:27][cH:28][cH:29][cH:30][cH:31]1)=[O:39].[CH2:42]1[O:43][CH2:44][CH2:45][CH2:46]1.[CH3:1][Si:2]([N-:3][Si:4]([CH3:5])([CH3:6])[CH3:7])([CH3:8])[CH3:9].[I:40][CH3:41].[Na+:10]>>[CH2:11]([CH3:12])[O:13][C:14]([CH:15]([CH2:16][CH2:17][CH2:18][CH2:19][CH2:20][n:21]1[c:22]([CH3:38])[n:23][c:24](-[c:32]2[cH:33][cH:34][cH:35][cH:36][cH:37]2)[c:25]1-[c:26]1[cH:27][cH:28][cH:29][cH:30][cH:31]1)[CH3:41])=[O:39].